From a dataset of the Open Reaction Database (ORD), a public repository of structured organic reaction records. describe an organic reaction: reactants, conditions, products, and yield Reactants: C=C1CC(=O)O1 (diketene), ClC1=NNC2=CC=C(C=C12)N (3-Chloro-1H-indazol-5-amine), C=C1CC(=O)O1 (diketene), amine. Solvent: C(C)#N (acetonitrile), C(C)#N (acetonitrile). Conditions: temperature 50 celsius. The product is ClC1=NNC2=CC=C(C=C12)NC(CC(C)=O)=O (N-(3-Chloro-1H-indazol-5-yl)-3-oxobutanamide). The yield is 82.8%. Reaction SMILES: [Cl:1][C:2]1[C:10]2[C:5](=[CH:6][CH:7]=[C:8]([NH2:11])[CH:9]=2)[NH:4][N:3]=1.[CH2:12]=[C:13]1[O:17][C:15](=[O:16])[CH2:14]1>C(#N)C>[Cl:1][C:2]1[C:10]2[C:5](=[CH:6][CH:7]=[C:8]([NH:11][C:15](=[O:16])[CH2:14][C:13](=[O:17])[CH3:12])[CH:9]=2)[NH:4][N:3]=1. Procedure: The product of Step (b) (0.4 g, 2.4 mmol) was dissolved in acetonitrile (1 ml). In a separate flask, diketene (0.18 ml, 2.4 mmol, stabilized with copper sulfate) was dissolved in acetonitrile (1 ml). The diketene solution was added to the amine suspension in three portions, the reaction mixture was sealed and heated to 50° C. for 18 hours. The solvent was evaporated to dryness and purified by silica gel chromatography eluting with 5% MeOH In CH2Cl2 to afford the title compound, (0.5 g, 83%); MS ... As a reaction SMILES: [CH3:1][O:2][C:3]([CH2:4][c:5]1[cH:6][cH:7][c:8]([O:11][CH2:12][c:13]2[cH:14][cH:15][cH:16][cH:17][cH:18]2)[cH:9][cH:10]1)=[O:19].[CH3:28][OH:29].[ClH:22].[Li+:20].[O:23]1[CH2:24][CH2:25][CH2:26][CH2:27]1.[OH-:21]>>[O:2]=[C:3]([CH2:4][c:5]1[cH:6][cH:7][c:8]([O:11][CH2:12][c:13]2[cH:14][cH:15][cH:16][cH:17][cH:18]2)[cH:9][cH:10]1)[OH:19]. The product is O=C(O)Cc1ccc(OCc2ccccc2)cc1. The reactants are COC(=O)Cc1ccc(OCc2ccccc2)cc1, CO, Cl, [Li+], C1CCOC1, [OH-]. Reactants: N[C@@H](C(=O)N[C@@H]1CN(CC1)C(=O)OC(C)(C)C)C (tert-butyl (3S)-3-[(2R)-2-amino-2-methylacetylamino]-1-pyrrolidinecarboxylate), [N+](=O)([O-])C1=CC=C(COC(=O)N=C(N2N=CC=C2)NC(OCC2=CC=C(C=C2)[N+](=O)[O-])=O)C=C1 (4-nitrobenzyl [(4-nitrobenzyloxy)carbonylimino-pyrazol-1-ylmethyl]carbamate). Run in O1CCCC1 (tetrahydrofuran). Yields the product [N+](=O)([O-])C1=CC=C(COC(=O)N=C(N[C@@H](C(=O)N[C@@H]2CN(CC2)C(=O)OC(C)(C)C)C)NC(=O)OCC2=CC=C(C=C2)[N+](=O)[O-])C=C1 (tert-Butyl (3S)-3-[(2R)-2-[2,3-di(4-nitrobenzyloxycarbonyl)guanidino]-2-methylacetylamino]-1-pyrrolidinecarboxylate). Isolated yield 100.6%. Reaction SMILES: [NH2:1][C@H:2]([CH3:18])[C:3]([NH:5][C@H:6]1[CH2:10][CH2:9][N:8]([C:11]([O:13][C:14]([CH3:17])([CH3:16])[CH3:15])=[O:12])[CH2:7]1)=[O:4].[N+:19]([C:22]1[CH:52]=[CH:51][C:25]([CH2:26][O:27][C:28]([N:30]=[C:31]([NH:37][C:38](=[O:50])[O:39][CH2:40][C:41]2[CH:46]=[CH:45][C:44]([N+:47]([O-:49])=[O:48])=[CH:43][CH:42]=2)N2C=CC=N2)=[O:29])=[CH:24][CH:23]=1)([O-:21])=[O:20]>O1CCCC1>[N+:19]([C:22]1[CH:23]=[CH:24][C:25]([CH2:26][O:27][C:28]([N:30]=[C:31]([NH:37][C:38]([O:39][CH2:40][C:41]2[CH:46]=[CH:45][C:44]([N+:47]([O-:49])=[O:48])=[CH:43][CH:42]=2)=[O:50])[NH:1][C@H:2]([CH3:18])[C:3]([NH:5][C@H:6]2[CH2:10][CH2:9][N:8]([C:11]([O:13][C:14]([CH3:17])([CH3:16])[CH3:15])=[O:12])[CH2:7]2)=[O:4])=[O:29])=[CH:51][CH:52]=1)([O-:21])=[O:20]. Procedure details: To a solution of tert-butyl (3S)-3-[(2R)-2-amino-2-methylacetylamino]-1-pyrrolidinecarboxylate (448 mg) in anhydrous tetrahydrofuran (20 ml), 4-nitrobenzyl [(4-nitrobenzyloxy)carbonylimino-pyrazol-1-ylmethyl]carbamate (776 mg) was added under ice cooling. The resulting mixture was treated in a similar manner to that described in Referential Example 16-(1), whereby the title compound (1.096 g) was obtained as an amorphous substance.